Dataset: the Open Reaction Database (ORD), a public repository of structured organic reaction records. Task: describe an organic reaction: reactants, conditions, products, and yield Starting materials: BrB(Br)Br, COc1cccc(F)c1-c1nc(Cl)c2ccc(C)cc2n1, ClCCl. The product is Cc1ccc2c(Cl)nc(-c3c(O)cccc3F)nc2c1. As a reaction SMILES: [B:22]([Br:23])([Br:24])[Br:25].[Cl:1][c:2]1[n:3][c:4](-[c:13]2[c:14]([F:21])[cH:15][cH:16][cH:17][c:18]2[O:19][CH3:20])[n:5][c:6]2[cH:7][c:8]([CH3:12])[cH:9][cH:10][c:11]12.[Cl:26][CH2:27][Cl:28]>>[Cl:1][c:2]1[n:3][c:4](-[c:13]2[c:14]([F:21])[cH:15][cH:16][cH:17][c:18]2[OH:19])[n:5][c:6]2[cH:7][c:8]([CH3:12])[cH:9][cH:10][c:11]12. Starting materials: ClC1=CC=C(CNC(=C[N+](=O)[O-])SC)C=C1 (1-(4-chlorobenzyl)amino-1-methylthio-2-nitroethylene), CN (methylamine), ice water. Run in CCO (EtOH), CCO (EtOH). Product: ClC1=CC=C(CNC(=C[N+](=O)[O-])NC)C=C1 (1-(4-Chlorobenzyl)amino-1-methylamino-2-nitroethylene). Isolated yield 68.7%. RXN SMILES: [Cl:1][C:2]1[CH:16]=[CH:15][C:5]([CH2:6][NH:7][C:8](SC)=[CH:9][N+:10]([O-:12])=[O:11])=[CH:4][CH:3]=1.[CH3:17][NH2:18]>CCO>[Cl:1][C:2]1[CH:16]=[CH:15][C:5]([CH2:6][NH:7][C:8]([NH:18][CH3:17])=[CH:9][N+:10]([O-:12])=[O:11])=[CH:4][CH:3]=1. Procedure: In 100 ml of EtOH on reflux was dissolved 2.59 g (0.01 mole) of 1-(4-chlorobenzyl)amino-1-methylthio-2-nitroethylene, and with refluxing continued, a solution of 1.94 g of 40% aqueous methylamine solution in 10 ml of EtOH was added dropwise over a period of 50 minutes. After completion of dropwise addition, the mixture was further refluxed for 15 minutes, at the end of which time it was cooled with ice-water, whereupon crystals separated out. The crystals were collected by filtration, washed wit... The reactants are N (ammonia), C1=CC=CC=2C(C3=C(CCC21)C=CC=C3)CCCN3CC(C2(CC3)OC(C3=CC=CC=C32)=O)C ((1RS,3'SR)-1'-[3-(10,11-Dihydro-5H-dibenzo[a,d]cyclohepten-5-yl)-propyl]3'-methyl-spiro[isobenzofuran-1,4'-piperidin]-3-one), Cl (HCl), B.C1CCOC1 (borane THF). Run in O1CCCC1 (tetrahydrofurane). Reaction conditions: temperature 0 celsius, time 1 hour. The product is Cl.C1=CC=CC=2C(C3=C(CCC21)C=CC=C3)CCCN3CC(C2(CC3)OCC3=CC=CC=C32)C ((1RS,3'SR)-1'-[3-(10,11-dihydro-5H-dibenzo[a,d]cyclohepten-5-yl)-propyl]-3'-methyl-spiro[isobenzofuran-1,4'-piperidine] hydrochloride). Isolated yield 82.0%. Reaction SMILES: [CH:1]1[C:11]2[CH2:10][CH2:9][C:8]3[CH:12]=[CH:13][CH:14]=[CH:15][C:7]=3[CH:6]([CH2:16][CH2:17][CH2:18][N:19]3[CH2:24][CH2:23][C:22]4([C:32]5[C:27](=[CH:28][CH:29]=[CH:30][CH:31]=5)[C:26](=O)[O:25]4)[CH:21]([CH3:34])[CH2:20]3)[C:5]=2[CH:4]=[CH:3][CH:2]=1.B.C1COCC1.[ClH:41].N>O1CCCC1>[ClH:41].[CH:1]1[C:11]2[CH2:10][CH2:9][C:8]3[CH:12]=[CH:13][CH:14]=[CH:15][C:7]=3[CH:6]([CH2:16][CH2:17][CH2:18][N:19]3[CH2:24][CH2:23][C:22]4([C:32]5[C:27](=[CH:28][CH:29]=[CH:30][CH:31]=5)[CH2:26][O:25]4)[CH:21]([CH3:34])[CH2:20]3)[C:5]=2[CH:4]=[CH:3][CH:2]=1 |f:1.2,6.7|. Procedure details: (1RS,3'SR)-1'-[3-(10,11-Dihydro-5H-dibenzo[a,d]cyclohepten-5-yl)-propyl]3'-methyl-spiro[isobenzofuran-1,4'-piperidin]-3-one (0.5 mmol) was dissolved in tetrahydrofurane and borane-THF-complex (1M solution in THF, 3 mmol) was added under argon. The resulting mixture was heated at reflux for 18 h. It was cooled to 0° C., and 1M HCl was added dropwise until no more gas evolution was observed. The mixture was concentrated in vacuo and HCl (1N, 5 ml) was added to the white foam obtained, and the resu... Reactants: O=C([O-])[O-], CC#N, O=[N+]([O-])c1sc(Cl)nc1Cl, [K+], [K+], Oc1ccccc1. The product is O=[N+]([O-])c1sc(Oc2ccccc2)nc1Cl. Reaction SMILES: [C:1](=[O:2])([O-:3])[O-:4].[CH3:24][C:25]#[N:26].[Cl:7][c:8]1[s:9][c:10]([N+:14](=[O:15])[O-:16])[c:11]([Cl:13])[n:12]1.[K+:5].[K+:6].[OH:17][c:18]1[cH:19][cH:20][cH:21][cH:22][cH:23]1>>[c:8]1([O:17][c:18]2[cH:19][cH:20][cH:21][cH:22][cH:23]2)[s:9][c:10]([N+:14](=[O:15])[O-:16])[c:11]([Cl:13])[n:12]1.